From a dataset of the Open Reaction Database (ORD), a public repository of structured organic reaction records. describe an organic reaction: reactants, conditions, products, and yield Reaction SMILES: [CH2:53]1[O:54][CH2:55][CH2:56][CH2:57]1.[CH3:1][c:2]1[c:3]([CH2:13][OH:14])[c:4](-[c:7]2[cH:8][cH:9][cH:10][cH:11][cH:12]2)[n:5][o:6]1.[O:41]=[C:42]([O:43][CH2:44][CH3:45])[N:46]=[N:47][C:48]([O:49][CH2:50][CH3:51])=[O:52].[OH:15][c:16]1[n:17][o:18][c:19]([CH3:21])[cH:20]1.[c:22]1([P:23]([c:24]2[cH:25][cH:26][cH:27][cH:28][cH:29]2)[c:30]2[cH:31][cH:32][cH:33][cH:34][cH:35]2)[cH:36][cH:37][cH:38][cH:39][cH:40]1>>[CH3:1][c:2]1[c:3]([CH2:13][O:14][c:16]2[n:17][o:18][c:19]([CH3:21])[cH:20]2)[c:4](-[c:7]2[cH:8][cH:9][cH:10][cH:11][cH:12]2)[n:5][o:6]1. Starting materials: C1CCOC1, Cc1onc(-c2ccccc2)c1CO, CCOC(=O)N=NC(=O)OCC, Cc1cc(O)no1, c1ccc(P(c2ccccc2)c2ccccc2)cc1. The product is Cc1cc(OCc2c(-c3ccccc3)noc2C)no1. Reaction SMILES: [OH:1][N:2]=[C:3](Cl)[C:4]1[CH:9]=[N:8][CH:7]=[CH:6][N:5]=1.[Cl:11][C:12]1[CH:17]=[CH:16][CH:15]=[C:14]([C:18]#[CH:19])[CH:13]=1.N>>[Cl:11][C:12]1[CH:13]=[C:14]([C:18]2[O:1][N:2]=[C:3]([C:4]3[CH:9]=[N:8][CH:7]=[CH:6][N:5]=3)[CH:19]=2)[CH:15]=[CH:16][CH:17]=1. Procedure details: The titled compound was prepared according to Method CB using the product of Example 83D (79 mg, 0.5 mmol) and 1-chloro-3-ethynylbenzene (Apollo, 68 mg, 0.5 mmol). 1H NMR (300 MHz, MeOH-d4) δ7.49 (s, 1H), 7.51-7.59 (m, 2 H), 7.85-7.91 (m, 1H), 7.94-8.04 (m, 1H), 8.70 (d, J=2.4 Hz, 1H), 8.76 (dd, J=2.5, 1.5 Hz, 1H), 9.30 (d, J=1.7 Hz, 1H) ppm; MS (DCI/NH3) m/z 258 (M+H)+, 260 (M+H)+. The reactants are ON=C(C1=NC=CN=C1)Cl (N-Hydroxypyrazine-2-carbimidoyl chloride), ClC1=CC(=CC=C1)C#C (1-chloro-3-ethynylbenzene), N (NH3). Product: ClC=1C=C(C=CC1)C1=CC(=NO1)C1=NC=CN=C1 (5-(3-Chlorophenyl)-3-(pyrazin-2-yl)isoxazole). Starting materials: C1(=CC=C(C=C1)C=1OC2=C(C1)C=CC=C2)C (2-(p-tolyl)benzofuran), C(C1=CC=C(C=O)C=C1)(=O)O (terephthalaldehydic acid), CC(C)([O-])C.[K+] (potassium tert-butoxide). Run in CN(C=O)C (dimethylformamide). The product is C(=O)(O)C1=CC=C(C=CC2=CC=C(C=C2)C=2OC3=C(C2)C=CC=C3)C=C1 (2-[4-(4-carboxystyryl)phenyl]benzofuran). As a reaction SMILES: [C:1]1([CH3:16])[CH:6]=[CH:5][C:4]([C:7]2[O:8][C:9]3[CH:15]=[CH:14][CH:13]=[CH:12][C:10]=3[CH:11]=2)=[CH:3][CH:2]=1.[C:17]([OH:27])(=[O:26])[C:18]1[CH:25]=[CH:24][C:21]([CH:22]=O)=[CH:20][CH:19]=1.CC(C)([O-])C.[K+]>CN(C)C=O>[C:17]([C:18]1[CH:25]=[CH:24][C:21]([CH:22]=[CH:16][C:1]2[CH:2]=[CH:3][C:4]([C:7]3[O:8][C:9]4[CH:15]=[CH:14][CH:13]=[CH:12][C:10]=4[CH:11]=3)=[CH:5][CH:6]=2)=[CH:20][CH:19]=1)([OH:27])=[O:26] |f:2.3|. Reported procedure: Proceeding in a manner similar to that described in Example 1 above, 2-(p-tolyl)benzofuran (2.08 g; 0.01 mole) was interacted with 2.25 g (0.01 mole) of the anil derivative of terephthalaldehydic acid in the presence of 6.72 g (0.06 mole) of potassium tert-butoxide in 150 ml of dimethylformamide. The resulting product was purified by sublimation to obtain 2-[4-(4-carboxystyryl)phenyl]benzofuran which melted at 348°-349°C. The wavelength of maximum excitation of this compound was 365 nm and the w...